From a dataset of the Open Reaction Database (ORD), a public repository of structured organic reaction records. describe an organic reaction: reactants, conditions, products, and yield The reactants are O=C1CCC(=O)N1Br, CCCCCCCCCCc1csc2c1sc1ccsc12, CN(C)C=O, O. Yields the product CCCCCCCCCCc1c(Br)sc2c1sc1ccsc12. RXN SMILES: [Br:22][N:23]1[C:24](=[O:25])[CH2:26][CH2:27][C:28]1=[O:29].[CH2:1]([CH2:2][CH2:3][CH2:4][CH2:5][CH2:6][CH2:7][CH2:8][CH2:9][CH3:10])[c:11]1[cH:12][s:13][c:14]2[c:15]3[c:16]([s:17][c:18]12)[cH:19][cH:20][s:21]3.[O:31]=[CH:32][N:33]([CH3:34])[CH3:35].[OH2:30]>>[CH2:1]([CH2:2][CH2:3][CH2:4][CH2:5][CH2:6][CH2:7][CH2:8][CH2:9][CH3:10])[c:11]1[c:12]([Br:22])[s:13][c:14]2[c:15]3[c:16]([s:17][c:18]12)[cH:19][cH:20][s:21]3. The reactants are CC(=O)Nc1cccc(C2CCN(CCCNC(=O)OC(C)(C)C)CC2)c1, ClCCl, O=C(O)C(F)(F)F, [K+], [OH-]. Product: CC(=O)Nc1cccc(C2CCN(CCCN)CC2)c1. As a reaction SMILES: [C:8]([CH3:9])(=[O:10])[NH:11][c:12]1[cH:13][c:14]([CH:18]2[CH2:19][CH2:20][N:21]([CH2:24][CH2:25][CH2:26][NH:27][C:28](=[O:29])[O:30][C:31]([CH3:32])([CH3:33])[CH3:34])[CH2:22][CH2:23]2)[cH:15][cH:16][cH:17]1.[Cl:37][CH2:38][Cl:39].[F:1][C:2]([F:3])([F:4])[C:5]([OH:6])=[O:7].[K+:36].[OH-:35]>>[C:8]([CH3:9])(=[O:10])[NH:11][c:12]1[cH:13][c:14]([CH:18]2[CH2:19][CH2:20][N:21]([CH2:24][CH2:25][CH2:26][NH2:27])[CH2:22][CH2:23]2)[cH:15][cH:16][cH:17]1. The reactants are O (water), N1[C@@H](CC1)C(=O)O ((S)-2-azetidine carboxylic acid), C1=CC=CC=2C3=CC=CC=C3C(C12)COC(=O)Cl (9-fluorenylmethylchloroformate). Run in C([O-])([O-])=O.[Na+].[Na+] (sodium carbonate), O1CCOCC1 (dioxane). Run at temperature 0 celsius, time 3 hour. The product is C1=CC=CC=2C3=CC=CC=C3C(C12)COC(=O)N1[C@@H](CC1)C(=O)O ((S)-N-(9-fluorenylmethoxycarbonyl)azetidine-2-carboxylic acid). RXN SMILES: [NH:1]1[CH2:4][CH2:3][C@H:2]1[C:5]([OH:7])=[O:6].[CH:8]1[C:20]2[CH:19]([CH2:21][O:22][C:23](Cl)=[O:24])[C:18]3[C:13](=[CH:14][CH:15]=[CH:16][CH:17]=3)[C:12]=2[CH:11]=[CH:10][CH:9]=1.O>C(=O)([O-])[O-].[Na+].[Na+].O1CCOCC1>[CH:8]1[C:20]2[CH:19]([CH2:21][O:22][C:23]([N:1]3[CH2:4][CH2:3][C@H:2]3[C:5]([OH:7])=[O:6])=[O:24])[C:18]3[C:13](=[CH:14][CH:15]=[CH:16][CH:17]=3)[C:12]=2[CH:11]=[CH:10][CH:9]=1 |f:3.4.5|. Procedure details: To a solution of 0.50 g of (S)-2-azetidine carboxylic acid in 15 ml of 10% aqueous sodium carbonate solution was added 1.3 g of 9-fluorenylmethylchloroformate in 10 ml of dioxane, dropwise, while maintaining the temperature of the reaction mixture at 0° C. The reaction mixture was allowed to warm to room temperature and stirred for 3 hours, then poured into water and the aqueous solution washed with ether. The aqueous layer was cooled to 0° C. and adjusted to a pH of 2 with 3N hydrochloric acid ... The reactants are ClC1=NC=C(C=C1)C(CC1=C(C=C(C=C1)F)F)=O (1-(2-Chloropyridin-5-yl)-2-(2,4-difluorophenyl)ethanone), C[S-].[Na+] (sodium methanethiolate), C(C)OCC (diethyl ether). Solvent: CN(C=O)C (N,N-dimethylformamide). Reaction conditions: time 2 hour. Yields the product FC1=C(C=CC(=C1)F)CC(=O)C=1C=CC(=NC1)SC (2-(2,4-Difluorophenyl)-1-(2-methylthiopyridin-5-yl)ethanone). The yield is 13.3%. Reaction SMILES: Cl[C:2]1[CH:7]=[CH:6][C:5]([C:8](=[O:18])[CH2:9][C:10]2[CH:15]=[CH:14][C:13]([F:16])=[CH:12][C:11]=2[F:17])=[CH:4][N:3]=1.[CH3:19][S-:20].[Na+].C(OCC)C>CN(C)C=O>[F:17][C:11]1[CH:12]=[C:13]([F:16])[CH:14]=[CH:15][C:10]=1[CH2:9][C:8]([C:5]1[CH:6]=[CH:7][C:2]([S:20][CH3:19])=[N:3][CH:4]=1)=[O:18] |f:1.2|. Procedure details: A solution of the product of part (ii) (23.9 g, 89 mmol) in N,N-dimethylformamide (DMF) (105 ml) was treated with sodium methanethiolate (6.6 g, 94 mmol) and the resulting suspension was stirred for 2 hours at room temperature. The mixture was poured into diethyl ether (1000 ml) and the suspension was washed with water (2×500 ml). The organic phase was dried (MgSO4) and evaporated under reduced pressure. The crude product was triturated with diethyl ether to afford the title compound as a yellow... Starting materials: C(CCCCCCCCCCC)[Mg]Br (dodecylmagnesium bromide), BrC1=CSC=C1 (3-bromothiophene), [Cl-].[NH4+] (ammonium chloride), bis-(1,2-diphenylphosphino)ethane nickel (II) chloride. The solvent is C(C)OCC (diethyl ether), C(C)OCC (diethyl ether). Reaction conditions: time 8 hour. The product is C(CCCCCCCCCCC)C1=CSC=C1 (3-Dodecylthiophene). Reaction SMILES: [CH2:1]([Mg]Br)[CH2:2][CH2:3][CH2:4][CH2:5][CH2:6][CH2:7][CH2:8][CH2:9][CH2:10][CH2:11][CH3:12].Br[C:16]1[CH:20]=[CH:19][S:18][CH:17]=1.[Cl-].[NH4+]>C(OCC)C>[CH2:1]([C:16]1[CH:20]=[CH:19][S:18][CH:17]=1)[CH2:2][CH2:3][CH2:4][CH2:5][CH2:6][CH2:7][CH2:8][CH2:9][CH2:10][CH2:11][CH3:12] |f:2.3|. Reported procedure: To a freshly prepared dodecylmagnesium bromide (from 45 mmoles of dodecyl bromide and 45 mmoles of magnesium) in anhydrous diethyl ether (100 ml) was added 3-bromothiophene (45 mmoles) in diethyl ether (25 ml) at ambient temperature under argon and then bis-(1,2-diphenylphosphino)ethane nickel (II) chloride (0.25 g) was added. The reaction mixture was stirred overnight at ambient temperature and then hydrolyzed with ice and saturated aqueous ammonium chloride. The aqueous layer was extracted wit... The reactants are N1(C=CC2=CC=CC=C12)N (1H-indol-1-amine), Cl.ClC1=C(C=NC=C1)F (4-chloro-3-fluoropyridine hydrochloride). The solvent is C(C)(C)O (isopropanol). The product is Cl.FC=1C=NC=CC1NN1C=CC2=CC=CC=C12 (N-(3-Fluoro-4-pyridinyl)-1H-indol-1-amine hydrochloride). RXN SMILES: [N:1]1([NH2:10])[C:9]2[C:4](=[CH:5][CH:6]=[CH:7][CH:8]=2)[CH:3]=[CH:2]1.Cl.[Cl:12][C:13]1[CH:18]=[CH:17][N:16]=[CH:15][C:14]=1[F:19]>C(O)(C)C>[ClH:12].[F:19][C:14]1[CH:15]=[N:16][CH:17]=[CH:18][C:13]=1[NH:10][N:1]1[C:9]2[C:4](=[CH:5][CH:6]=[CH:7][CH:8]=2)[CH:3]=[CH:2]1 |f:1.2,4.5|. Procedure details: The title compound was prepared from 1H-indol-1-amine and 4-chloro-3-fluoropyridine hydrochloride in isopropanol at 90° C. for 4 hours in substantially the same manner as in Example 1, m.p.>250° C. Reactants: [BH4-], COc1ccc(Br)c(C=C(C#N)C(=O)O)c1OC, CCO, [Na+]. Yields the product COc1ccc(Br)c(CC(C#N)C(=O)O)c1OC. As a reaction SMILES: [BH4-:19].[C:1](#[N:2])[C:3]([C:4](=[O:5])[OH:6])=[CH:7][c:8]1[c:9]([O:17][CH3:18])[c:10]([O:15][CH3:16])[cH:11][cH:12][c:13]1[Br:14].[CH3:21][CH2:22][OH:23].[Na+:20]>>[C:1](#[N:2])[CH:3]([C:4](=[O:5])[OH:6])[CH2:7][c:8]1[c:9]([O:17][CH3:18])[c:10]([O:15][CH3:16])[cH:11][cH:12][c:13]1[Br:14].